Task: describe an organic reaction: reactants, conditions, products, and yield. Dataset: the Open Reaction Database (ORD), a public repository of structured organic reaction records The reactants are C1(=C(C(=C(C(=C1F)F)F)N)F)N.Cl.Cl (dihydrochloride), C(C)[C@H]1CCC=2C(=NC=NC2C1)N1CCOC2=C(C1)C=C(C=C2)B(O)O ({4-[(7S)-7-ethyl-5,6,7,8-tetrahydroquinazolin-4-yl]-2,3,4,5-tetrahydro-1,4-benzoxazepin-7-yl}boronic acid), NC1=NC=C(C=C1S(=O)(=O)N1[C@@H]2CN([C@H](C1)C2)C(=O)OC(C)(C)C)Br ((1S,4S)-tert-butyl 5-(2-amino-5-bromopyridin-3-ylsulfonyl)-2,5-diazabicyclo[2.2.1]heptane-2-carboxylate). Yields the product [C@@H]12N(C[C@@H](NC1)C2)S(=O)(=O)C=2C(=NC=C(C2)C=2C=CC1=C(CN(CCO1)C1=NC=NC=3C[C@H](CCC13)CC)C2)N (3-[(1S,4S)-2,5-diazabicyclo[2.2.1]hept-2-ylsulfonyl]-5-{4-[(7S)-7-ethyl-5,6,7,8-tetrahydroquinazolin-4-yl]-2,3,4,5-tetrahydro-1,4-benzoxazepin-7-yl}pyridin-2-amine). RXN SMILES: C1(N)C(F)=C(F)C(F)=C(N)C=1F.Cl.Cl.[CH2:15]([C@@H:17]1[CH2:26][C:25]2[N:24]=[CH:23][N:22]=[C:21]([N:27]3[CH2:33][C:32]4[CH:34]=[C:35](B(O)O)[CH:36]=[CH:37][C:31]=4[O:30][CH2:29][CH2:28]3)[C:20]=2[CH2:19][CH2:18]1)[CH3:16].[NH2:41][C:42]1[C:47]([S:48]([N:51]2[CH2:56][C@@H:55]3[CH2:57][C@H:52]2[CH2:53][N:54]3C(OC(C)(C)C)=O)(=[O:50])=[O:49])=[CH:46][C:45](Br)=[CH:44][N:43]=1>>[C@H:52]12[CH2:57][C@H:55]([NH:54][CH2:53]1)[CH2:56][N:51]2[S:48]([C:47]1[C:42]([NH2:41])=[N:43][CH:44]=[C:45]([C:35]2[CH:36]=[CH:37][C:31]3[O:30][CH2:29][CH2:28][N:27]([C:21]4[C:20]5[CH2:19][CH2:18][C@H:17]([CH2:15][CH3:16])[CH2:26][C:25]=5[N:24]=[CH:23][N:22]=4)[CH2:33][C:32]=3[CH:34]=2)[CH:46]=1)(=[O:49])=[O:50] |f:0.1.2|. Procedure details: Prepared as dihydrochloride salt according to the method of example 5 by using {4-[(7S)-7-ethyl-5,6,7,8-tetrahydroquinazolin-4-yl]-2,3,4,5-tetrahydro-1,4-benzoxazepin-7-yl}boronic acid (reagent preparation 23) and (1S,4S)-tert-butyl 5-(2-amino-5-bromopyridin-3-ylsulfonyl)-2,5-diazabicyclo[2.2.1]heptane-2-carboxylate (reagent preparation 25) in step 1 followed by Boc deprotection. 1H NMR (400 MHz, methanol-d4): 8.65 (s, 1H), 8.52 (s, 2H), 7.74 (s, 1H), 7.53 (d, 1H), 7.08 (d, 1H), 5.24 (d, 1H), 5.... Starting materials: C12(CC3CC(CC(C1)C3)C2)C2=C(C=C3C=CC(=CC3=C2)C2=CC=C(C=C2)CO)OCOCCOC (4-[7-(1-adamantyl)-6-methoxyethoxymethoxy-2-naphthyl]benzenemethanol), [Cr](=O)(=O)([O-])O[Cr](=O)(=O)[O-].[NH+]1=CC=CC=C1.[NH+]1=CC=CC=C1 (pyridinium dichromate). Solvent: ClCCl (dichloromethane). Yields the product C12(CC3CC(CC(C1)C3)C2)C2=C(C=C3C=CC(=CC3=C2)C2=CC=C(C=O)C=C2)OCOCCOC (4-[7-(1-adamantyl)-6-methoxyethoxymethoxy-2-naphthyl]benzaldehyde). RXN SMILES: [C:1]12([C:11]3[CH:20]=[C:19]4[C:14]([CH:15]=[CH:16][C:17]([C:21]5[CH:26]=[CH:25][C:24]([CH2:27][OH:28])=[CH:23][CH:22]=5)=[CH:18]4)=[CH:13][C:12]=3[O:29][CH2:30][O:31][CH2:32][CH2:33][O:34][CH3:35])[CH2:10][CH:5]3[CH2:6][CH:7]([CH2:9][CH:3]([CH2:4]3)[CH2:2]1)[CH2:8]2.[Cr](O[Cr]([O-])(=O)=O)([O-])(=O)=O.[NH+]1C=CC=CC=1.[NH+]1C=CC=CC=1>ClCCl>[C:1]12([C:11]3[CH:20]=[C:19]4[C:14]([CH:15]=[CH:16][C:17]([C:21]5[CH:26]=[CH:25][C:24]([CH:27]=[O:28])=[CH:23][CH:22]=5)=[CH:18]4)=[CH:13][C:12]=3[O:29][CH2:30][O:31][CH2:32][CH2:33][O:34][CH3:35])[CH2:10][CH:5]3[CH2:4][CH:3]([CH2:9][CH:7]([CH2:6]3)[CH2:8]1)[CH2:2]2 |f:1.2.3|. Reported procedure: 2.63 g (5.9 mmol) of 4-[7-(1-adamantyl)-6-methoxyethoxymethoxy-2-naphthyl]benzenemethanol and 40 ml of dichloromethane were introduced into a round-bottomed flask and 4.2 g of pyridinium dichromate were added. The reaction mixture was stirred at room temperature for twelve hours, was filtered through silica and the filtrate was evaporated. The solid obtained was recrystallized from heptane and 490 mg (19%) of 4-[7-(1-adamantyl)-6-methoxyethoxymethoxy-2-naphthyl]benzaldehyde were collected, which... The reactants are O=[Ag], O=CCC1(C(=O)OCc2ccccc2)CCCC1, C1CCOC1, Cl, [Na+], [OH-]. Product: O=C(O)CC1(C(=O)OCc2ccccc2)CCCC1. Reaction SMILES: [Ag:27]=[O:28].[CH2:1]([c:2]1[cH:3][cH:4][cH:5][cH:6][cH:7]1)[O:8][C:9](=[O:10])[C:11]1([CH2:16][CH:17]=[O:18])[CH2:12][CH2:13][CH2:14][CH2:15]1.[CH2:22]1[O:23][CH2:24][CH2:25][CH2:26]1.[ClH:21].[Na+:20].[OH-:19]>>[CH2:1]([c:2]1[cH:3][cH:4][cH:5][cH:6][cH:7]1)[O:8][C:9](=[O:10])[C:11]1([CH2:16][C:17](=[O:18])[OH:19])[CH2:12][CH2:13][CH2:14][CH2:15]1. The reactants are CC(C)=O, [I-], [Na+], O, Cc1ccc(S(=O)(=O)OCC2=Cc3ccccc32)cc1. Yields the product ICC1=Cc2ccccc21. Reaction SMILES: [CH3:24][C:25](=[O:26])[CH3:27].[I-:22].[Na+:21].[OH2:23].[c:1]1([CH3:2])[cH:3][cH:4][c:5]([S:6]([O:7][CH2:11][C:12]2=[CH:13][c:14]3[c:15]2[cH:16][cH:17][cH:18][cH:19]3)(=[O:8])=[O:9])[cH:10][cH:20]1>>[CH2:11]([C:12]1=[CH:13][c:14]2[c:15]1[cH:16][cH:17][cH:18][cH:19]2)[I:22]. Procedure: In 100 ml of tetrahydrofuran was dissolved 9 g of 5-(p-benzyloxyphenoxy)-2,2-dimethylpentanoic acid. The resulting solution was treated with a diazomethane-ether solution in a conventional manner to give methyl 5-(p-benzyloxyphenyloxy)-2,2-dimethylpentanoate. The thus obtained ester was dissolved in 200 ml of methanol and 10% palladium-carbon was added to the solution. The mixture was reacted with stirring in a hydrogen atmosphere under normal pressure until a theoretical amount of hydrogen was ... Reaction SMILES: [CH2:1]([O:8][C:9]1[CH:24]=[CH:23][C:12]([O:13][CH2:14][CH2:15][CH2:16][C:17]([CH3:22])([CH3:21])[C:18]([OH:20])=[O:19])=[CH:11][CH:10]=1)[C:2]1[CH:7]=[CH:6][CH:5]=[CH:4][CH:3]=1.O1CCC[CH2:26]1>>[CH2:1]([O:8][C:9]1[CH:10]=[CH:11][C:12]([O:13][CH2:14][CH2:15][CH2:16][C:17]([CH3:22])([CH3:21])[C:18]([O:20][CH3:26])=[O:19])=[CH:23][CH:24]=1)[C:2]1[CH:3]=[CH:4][CH:5]=[CH:6][CH:7]=1. The product is C(C1=CC=CC=C1)OC1=CC=C(C=C1)OCCCC(C(=O)OC)(C)C (methyl 5-(p-benzyloxyphenyloxy)-2,2-dimethylpentanoate). The reactants are C(C1=CC=CC=C1)OC1=CC=C(OCCCC(C(=O)O)(C)C)C=C1 (5-(p-benzyloxyphenoxy)-2,2-dimethylpentanoic acid), O1CCCC1 (tetrahydrofuran), diazomethane-ether. The reactants are C(C)OC(=O)C=1N=C(NC(C1OC)=O)SC (5-methoxy-2-methylsulfanyl-6-oxo-1,6-dihydro-pyrimidine-4-carboxylic acid ethyl ester), [H-].[Na+] (sodium hydride), IC (iodomethane). Run in CN(C=O)C (N,N-dimethylformamide). Conditions: time 10 minute. The product is C(C)OC(=O)C=1N=C(N(C(C1OC)=O)C)SC (5-Methoxy-1-methyl-2-methylsulfanyl-6-oxo-1,6-dihydro-pyrimidine-4-carboxylic acid ethyl ester). Yield: 89.6%. Reaction SMILES: [CH2:1]([O:3][C:4]([C:6]1[N:7]=[C:8]([S:15][CH3:16])[NH:9][C:10](=[O:14])[C:11]=1[O:12][CH3:13])=[O:5])[CH3:2].[H-].[Na+].I[CH3:20]>CN(C)C=O>[CH2:1]([O:3][C:4]([C:6]1[N:7]=[C:8]([S:15][CH3:16])[N:9]([CH3:20])[C:10](=[O:14])[C:11]=1[O:12][CH3:13])=[O:5])[CH3:2] |f:1.2|. Procedure details: A solution of 5-methoxy-2-methylsulfanyl-6-oxo-1,6-dihydro-pyrimidine-4-carboxylic acid ethyl ester (0.442 g, 1.81 mmol) in dry N,N-dimethylformamide (5 ml) was treated at 10° C. with sodium hydride (0.080 g of a 60% dispersion in mineral oil, 2.0 mmol) and the resulting mixture was stirred for 10 min. Then iodomethane (0.123 ml, 2.0 mmol) was added and the mixture was stirred for another 1 h. The solvent was then evaporated in vacuo and the residue was diluted with ethyl acetate, washed with sa... The reactants are C(C1=CC=CC=C1)OC(=O)N1CCC(CC1)NC(=O)NCCNC(=O)C1=NC(=C2N=CN(C2=N1)[C@H]1[C@@H]([C@@H]([C@H](C1)NC(CC)=O)O)O)NCC(C1=CC=CC=C1)C1=CC=CC=C1 (4-[3-(2-{[9-((1R,2S,3R,4S)-2,3-dihydroxy-4-propionylamino-cyclopentyl)-6-(2,2-diphenyl-ethylamino)-9H-purine-2-carbonyl]-amino}-ethyl)-ureido]-piperidine-1-carboxylic acid benzyl ester). The reagents and catalysts are [OH-].[OH-].[Pd+2] (palladium hydroxide on carbon). Run in CO (methanol). Conditions: time 72 hour. Product: N1CCC(CC1)NC(NCCNC(=O)C1=NC(=C2N=CN(C2=N1)[C@H]1C(C([C@H](C1)NC(CC)=O)O)O)NCC(C1=CC=CC=C1)C1=CC=CC=C1)=O (9-((1R,4S)-2,3-Dihydroxy-4-propionylamino-cyclopentyl)-6-(2,2-diphenyl-ethylamino)-9H-purine-2-carboxylic acid [2-(3-piperidin-4-yl-ureido)-ethyl]-amide). As a reaction SMILES: C(OC([N:11]1[CH2:16][CH2:15][CH:14]([NH:17][C:18]([NH:20][CH2:21][CH2:22][NH:23][C:24]([C:26]2[N:34]=[C:33]3[C:29]([N:30]=[CH:31][N:32]3[C@@H:35]3[CH2:39][C@H:38]([NH:40][C:41](=[O:44])[CH2:42][CH3:43])[C@@H:37]([OH:45])[C@H:36]3[OH:46])=[C:28]([NH:47][CH2:48][CH:49]([C:56]3[CH:61]=[CH:60][CH:59]=[CH:58][CH:57]=3)[C:50]3[CH:55]=[CH:54][CH:53]=[CH:52][CH:51]=3)[N:27]=2)=[O:25])=[O:19])[CH2:13][CH2:12]1)=O)C1C=CC=CC=1>CO.[OH-].[OH-].[Pd+2]>[NH:11]1[CH2:12][CH2:13][CH:14]([NH:17][C:18](=[O:19])[NH:20][CH2:21][CH2:22][NH:23][C:24]([C:26]2[N:34]=[C:33]3[C:29]([N:30]=[CH:31][N:32]3[C@@H:35]3[CH2:39][C@H:38]([NH:40][C:41](=[O:44])[CH2:42][CH3:43])[CH:37]([OH:45])[CH:36]3[OH:46])=[C:28]([NH:47][CH2:48][CH:49]([C:50]3[CH:51]=[CH:52][CH:53]=[CH:54][CH:55]=3)[C:56]3[CH:57]=[CH:58][CH:59]=[CH:60][CH:61]=3)[N:27]=2)=[O:25])[CH2:15][CH2:16]1 |f:2.3.4|. Reported procedure: A solution of 4-[3-(2-{[9-((1R,2S,3R,4S)-2,3-dihydroxy-4-propionylamino-cyclopentyl)-6-(2,2-diphenyl-ethylamino)-9H-purine-2-carbonyl]-amino}-ethyl)-ureido]-piperidine-1-carboxylic acid benzyl ester (0.145 g, 0.174 mmol) in methanol (1 ml) under an atmosphere of Argon is treated with palladium hydroxide on carbon (0.054 g, 20% w/w carbon). The reaction mixture is placed under an atmosphere of hydrogen and stirred at room temperature for 72 hours and then filtered. The filtrate is concentrated in...